The task is: describe an organic reaction: reactants, conditions, products, and yield. This data is from the Open Reaction Database (ORD), a public repository of structured organic reaction records. The reactants are CC(=O)O[BH-](OC(C)=O)OC(C)=O, CO, CC#N, O=C(O)C(F)(F)F, O=C(CNc1ncnc2ccc(C(F)(F)F)cc12)NC1CNC1, [Na+], O=C1CCC(N2CCCC2=O)CC1. Product: O=C(CNc1ncnc2ccc(C(F)(F)F)cc12)NC1CN(C2CCC(N3CCCC3=O)CC2)C1. RXN SMILES: [C:44]([O:45][BH-:46]([O:47][C:48](=[O:49])[CH3:50])[O:51][C:52](=[O:53])[CH3:54])(=[O:55])[CH3:56].[CH3:58][OH:59].[CH3:60][C:61]#[N:62].[F:24][C:25]([F:26])([F:27])[C:28]([OH:29])=[O:30].[NH:1]1[CH2:2][CH:3]([NH:5][C:6]([CH2:7][NH:8][c:9]2[n:10][cH:11][n:12][c:13]3[cH:14][cH:15][c:16]([C:19]([F:20])([F:21])[F:22])[cH:17][c:18]23)=[O:23])[CH2:4]1.[Na+:57].[O:31]=[C:32]1[CH2:33][CH2:34][CH:35]([N:38]2[C:39](=[O:43])[CH2:40][CH2:41][CH2:42]2)[CH2:36][CH2:37]1>>[N:1]1([CH:32]2[CH2:33][CH2:34][CH:35]([N:38]3[C:39](=[O:43])[CH2:40][CH2:41][CH2:42]3)[CH2:36][CH2:37]2)[CH2:2][CH:3]([NH:5][C:6]([CH2:7][NH:8][c:9]2[n:10][cH:11][n:12][c:13]3[cH:14][cH:15][c:16]([C:19]([F:20])([F:21])[F:22])[cH:17][c:18]23)=[O:23])[CH2:4]1. Starting materials: C(=O)(O)[O-].[Na+] (NaHCO3), ClC=1C=CC2=C(N(C(N=[N+]2[O-])=O)CCN2CCC(CC2)N(C(OC(C)(C)C)=O)CC2=CC3=C(C=N2)OCCO3)C1 (1,1-dimethylethyl {1-[2-(6-chloro-1-oxido-3-oxo-1,2,4-benzotriazin-4(3H)-yl)ethyl]-4-piperidinyl}(2,3-dihydro[1,4]dioxino[2,3-c]pyridin-7-ylmethyl)carbamate), Cl (HCl). Run in C(Cl)(Cl)Cl (chloroform), CO (MeOH), O1CCOCC1 (1,4-dioxane). Product: Cl.ClC=1C=CC2=C(N(C(N=[N+]2[O-])=O)CCN2CCC(CC2)NCC2=CC3=C(C=N2)OCCO3)C1 (6-chloro-4-(2-{4-[(2,3-dihydro[1,4]dioxino[2,3-c]pyridin-7-ylmethyl)amino]-1-piperidinyl}ethyl)-1,2,4-benzotriazin-3(4H)-one 1-oxide Hydrochloride). Yield: 167.1%. As a reaction SMILES: [Cl:1][C:2]1[CH:3]=[CH:4][C:5]2[N+:10]([O-:11])=[N:9][C:8](=[O:12])[N:7]([CH2:13][CH2:14][N:15]3[CH2:20][CH2:19][CH:18]([N:21]([CH2:29][C:30]4[N:35]=[CH:34][C:33]5[O:36][CH2:37][CH2:38][O:39][C:32]=5[CH:31]=4)C(=O)OC(C)(C)C)[CH2:17][CH2:16]3)[C:6]=2[CH:40]=1.Cl.C([O-])(O)=O.[Na+]>C(Cl)(Cl)Cl.CO.O1CCOCC1>[ClH:1].[Cl:1][C:2]1[CH:3]=[CH:4][C:5]2[N+:10]([O-:11])=[N:9][C:8](=[O:12])[N:7]([CH2:13][CH2:14][N:15]3[CH2:16][CH2:17][CH:18]([NH:21][CH2:29][C:30]4[N:35]=[CH:34][C:33]5[O:36][CH2:37][CH2:38][O:39][C:32]=5[CH:31]=4)[CH2:19][CH2:20]3)[C:6]=2[CH:40]=1 |f:2.3,7.8|. Reported procedure: A solution of 1,1-dimethylethyl {1-[2-(6-chloro-1-oxido-3-oxo-1,2,4-benzotriazin-4(3H)-yl)ethyl]-4-piperidinyl}(2,3-dihydro[1,4]dioxino[2,3-c]pyridin-7-ylmethyl)carbamate (81 mg, 0.141 mmol) in chloroform (1 ml) and MeOH (1 ml) was added 4M HCl in 1,4-dioxane (1 ml) and the reaction was stirred at rt for 0.5 h before evaporation, treatment with sat. aq NaHCO3 (50 ml). The reaction was then extracted with 20% MeOH in DCM (3×100 ml). The combined organic phases were dried, evaporated and the crude... Reactants: CCOc1ccccc1C(=O)O, O=S(=O)(O)Cl, O. Yields the product CCOc1ccc(S(=O)(=O)Cl)cc1C(=O)O. RXN SMILES: [CH2:1]([CH3:2])[O:3][c:4]1[c:5]([C:6](=[O:7])[OH:8])[cH:9][cH:10][cH:11][cH:12]1.[Cl:13][S:14](=[O:15])(=[O:16])[OH:17].[OH2:18]>>[CH2:1]([CH3:2])[O:3][c:4]1[c:5]([C:6](=[O:7])[OH:8])[cH:9][c:10]([S:14]([Cl:13])(=[O:15])=[O:16])[cH:11][cH:12]1. Reactants: NC1=C2NC(N(C2=NC(=N1)NCCCC)CC1COCC1)=O (6-amino-2-(butylamino)-9-(tetrahydro-3-furanylmethyl)-7,9-dihydro-8H-purin-8-one), Cl (hydrochloric acid). The solvent is O1CCOCC1 (1,4-dioxane). Reaction conditions: time 30 minute. Yields the product Cl.NC1=C2NC(N(C2=NC(=N1)NCCCC)CC1COCC1)=O (6-Amino-2-(butylamino)-9-(tetrahydro-3-furanylmethyl)-7,9-dihydro-8H-Purin-8-one hydrochloride salt). Reaction SMILES: [NH2:1][C:2]1[N:10]=[C:9]([NH:11][CH2:12][CH2:13][CH2:14][CH3:15])[N:8]=[C:7]2[C:3]=1[NH:4][C:5](=[O:22])[N:6]2[CH2:16][CH:17]1[CH2:21][CH2:20][O:19][CH2:18]1.[ClH:23]>O1CCOCC1>[ClH:23].[NH2:1][C:2]1[N:10]=[C:9]([NH:11][CH2:12][CH2:13][CH2:14][CH3:15])[N:8]=[C:7]2[C:3]=1[NH:4][C:5](=[O:22])[N:6]2[CH2:16][CH:17]1[CH2:21][CH2:20][O:19][CH2:18]1 |f:3.4|. Procedure details: To 6-amino-2-(butylamino)-9-(tetrahydro-3-furanylmethyl)-7,9-dihydro-8H-purin-8-one (isomer 1) (1.0 g) at room temperature and under nitrogen, was added 4.0M hydrochloric acid in 1,4-dioxane (10.61 ml) and the reaction stirred for 30 minutes. The reaction was then concentrated in vacuo and left on the rotary evaporator for 2 hours at 50° C. The beige solid was recrystallised overnight from 2-butanone (18 ml). The crystals were collected by suction filtration and dried in vacuo at 50° C. for 30 m... Reactants: CC=1N(C2=CC=C(C=C2C1)[N+](=O)[O-])CCN1CCCC1 (2-Methyl-5-nitro-1-(2-(pyrrolidin-1-yl)ethyl)-1H-indole). Reagents/catalysts: [Pd] (Pd—C). The solvent is C(C)O (ethanol). Reaction conditions: time 8 hour. Product: CC=1N(C2=CC=C(C=C2C1)N)CCN1CCCC1 (2-Methyl-1-(2-(pyrrolidin-1-yl)ethyl)-1H-indol-5-amine). The yield is 99.6%. As a reaction SMILES: [CH3:1][C:2]1[N:3]([CH2:14][CH2:15][N:16]2[CH2:20][CH2:19][CH2:18][CH2:17]2)[C:4]2[C:9]([CH:10]=1)=[CH:8][C:7]([N+:11]([O-])=O)=[CH:6][CH:5]=2>C(O)C.[Pd]>[CH3:1][C:2]1[N:3]([CH2:14][CH2:15][N:16]2[CH2:20][CH2:19][CH2:18][CH2:17]2)[C:4]2[C:9]([CH:10]=1)=[CH:8][C:7]([NH2:11])=[CH:6][CH:5]=2. Procedure details: A solution of compound 26 (0.44 g, 1.609 mmol) in dry ethanol (5 mL) was treated with Pd—C (˜0.05 g) and flushed with hydrogen gas. The reaction was stirred under hydrogen atm. for overnight. The reaction was filtered through celite bed, washed with methanol (3×10 mL) and dried to obtain crude compound 27 (0.39 g, quantitative) as a syrup. 1H NMR (DMSO-d6) δ 1.60-1.70 (m, 4H), 2.32 (s, 3H), 2.40-2.48 (m, 4H), 2.60 (t, 2H, J=7.2 Hz), 4.06 (t, 2H, J=7.2 Hz), 4.37 (s, 2H), 5.88 (s, 1H), 6.42 (dd, 1... The reactants are (E)-3-(4-bromophenyl)-1-((S)-2-((pyrrolidin-1-yl)methyl)pyrrolidin-1-yl)propenone, FC(C1=CC=C(C=C1)/C(=C/C(=O)O)/C)(F)F ((E)-3-(4-(trifluoromethyl)phenyl)but-2-enoic acid), N1[C@@H](CCC1)CN1CCCCC1 (1-(((S)-pyrrolidin-2-yl)methyl)piperidine). Product: N1(CCCCC1)C[C@H]1N(CCC1)C(\C=C(/C)\C1=CC=C(C=C1)C(F)(F)F)=O ((E)-1-((S)-2-((Piperidin-1-yl)methyl)pyrrolidin-1-yl)-3-(4-(trifluoromethyl)phenyl)but-2-en-1-one). Reaction SMILES: [F:1][C:2]([F:16])([F:15])[C:3]1[CH:8]=[CH:7][C:6](/[C:9](/[CH3:14])=[CH:10]/[C:11]([OH:13])=O)=[CH:5][CH:4]=1.[NH:17]1[CH2:21][CH2:20][CH2:19][C@H:18]1[CH2:22][N:23]1[CH2:28][CH2:27][CH2:26][CH2:25][CH2:24]1>>[N:23]1([CH2:22][C@@H:18]2[CH2:19][CH2:20][CH2:21][N:17]2[C:11](=[O:13])/[CH:10]=[C:9](/[C:6]2[CH:5]=[CH:4][C:3]([C:2]([F:1])([F:16])[F:15])=[CH:8][CH:7]=2)\[CH3:14])[CH2:28][CH2:27][CH2:26][CH2:25][CH2:24]1. Reported procedure: 110 mg of the title compound were synthesized as described for (E)-3-(4-bromophenyl)-1-((S)-2-((pyrrolidin-1-yl)methyl)pyrrolidin-1-yl)propenone, using (E)-3-(4-(trifluoromethyl)phenyl)but-2-enoic acid instead of (E)-4-bromocinnamic acid and 1-(((S)-pyrrolidin-2-yl)methyl)piperidine instead of (S)-2-((pyrrolidin-1-yl)methyl)pyrrolidine.